Dataset: the Open Reaction Database (ORD), a public repository of structured organic reaction records. Task: describe an organic reaction: reactants, conditions, products, and yield Procedure details: 4-Aminomethyl-1-tert-butoxycarbonylpiperidine (10.0 g) was dissolved in dimethylformamide and 4-amino-5-chloro-2-methoxybenzoic acid (9.4 g) and 1-hydroxybenzotriazole (6.6 g) were added. After stirring at 0° C. for 40 min, 1-ethyl-3-(3-dimethylaminopropyl)-carbodiimide hydrochloride (9.4 g) was added, and the mixture was stirred at room temperature for 24 hr. The reaction mixture was concentrated under reduced pressure. Aqueous potassium carbonate solution was added to the residue and the mixtu... Run in CN(C=O)C (dimethylformamide). Yields the product NC1=CC(=C(C(=O)NCC2CCN(CC2)C(=O)OC(C)(C)C)C=C1Cl)OC (4-amino-5-chloro-N-(1-tert-butoxycarbonylpiperidin-4-ylmethyl)-2-methoxybenzamide). The yield is 102.4%. Run at temperature 0 celsius, time 40 minute. Reactants: Cl.C(C)N=C=NCCCN(C)C (1-ethyl-3-(3-dimethylaminopropyl)-carbodiimide hydrochloride), NC1=CC(=C(C(=O)O)C=C1Cl)OC (4-amino-5-chloro-2-methoxybenzoic acid), ON1N=NC2=C1C=CC=C2 (1-hydroxybenzotriazole), NCC1CCN(CC1)C(=O)OC(C)(C)C (4-Aminomethyl-1-tert-butoxycarbonylpiperidine). RXN SMILES: [NH2:1][CH2:2][CH:3]1[CH2:8][CH2:7][N:6]([C:9]([O:11][C:12]([CH3:15])([CH3:14])[CH3:13])=[O:10])[CH2:5][CH2:4]1.[NH2:16][C:17]1[C:25]([Cl:26])=[CH:24][C:20]([C:21](O)=[O:22])=[C:19]([O:27][CH3:28])[CH:18]=1.ON1C2C=CC=CC=2N=N1.Cl.C(N=C=NCCCN(C)C)C>CN(C)C=O>[NH2:16][C:17]1[C:25]([Cl:26])=[CH:24][C:20]([C:21]([NH:1][CH2:2][CH:3]2[CH2:8][CH2:7][N:6]([C:9]([O:11][C:12]([CH3:15])([CH3:14])[CH3:13])=[O:10])[CH2:5][CH2:4]2)=[O:22])=[C:19]([O:27][CH3:28])[CH:18]=1 |f:3.4|.